describe an organic reaction: reactants, conditions, products, and yield From a dataset of the Open Reaction Database (ORD), a public repository of structured organic reaction records. Reactants: FC=1C=NC(=C(C(=O)N)C1)NCC1=CC=C(C=C1)OC (5-Fluoro-2-(4-methoxy-benzylamino)-nicotinamide), C(=O)(C(F)(F)F)O (TFA). Solvent: C(Cl)Cl (CH2Cl2), C1(=CC=CC=C1)OC (anisole). The product is NC1=C(C(=O)N)C=C(C=N1)F (2-amino-5-fluoro-nicotinamide). Yield: 81.2%. RXN SMILES: [F:1][C:2]1[CH:3]=[N:4][C:5]([NH:11]CC2C=CC(OC)=CC=2)=[C:6]([CH:10]=1)[C:7]([NH2:9])=[O:8].C(O)(C(F)(F)F)=O>C(Cl)Cl.C1(OC)C=CC=CC=1>[NH2:11][C:5]1[N:4]=[CH:3][C:2]([F:1])=[CH:10][C:6]=1[C:7]([NH2:9])=[O:8]. Procedure details: 5-Fluoro-2-(4-methoxy-benzylamino)-nicotinamide (220 mg, 0.80 mmol) in CH2Cl2 (2 ml) and anisole (1 ml) was treated with TFA (2.57 ml, 34.6 mmol) at 60° C. for 3 hours. The reaction mixture was brought to dryness and the residue purified by column chromatography (silica gel, EtOAc/heptane, 1/4) to yield 2-amino-5-fluoro-nicotinamide (100 mg, 0.65 mmol; 81%) as yellow solid. MS (m/e): 156.1 [M+H+]. Starting materials: CN(C)c1ccc(B(O)O)cc1, Cl, O=C(NC1CN2CCC1CC2)c1cc2cccc(Br)c2s1, [Na+], [Na+], [Na+], O=C([O-])[O-], CN(C)C=O, [OH-]. Product: Cl, CN(C)c1ccc(-c2cccc3cc(C(=O)NC4CN5CCC4CC5)sc23)cc1. Reaction SMILES: [CH3:29][N:30]([c:31]1[cH:32][cH:33][c:34]([B:37]([OH:38])[OH:39])[cH:35][cH:36]1)[CH3:40].[ClH:7].[N:8]12[CH2:9][CH:10]([NH:16][C:17](=[O:18])[c:19]3[s:20][c:21]4[c:22]([cH:23]3)[cH:24][cH:25][cH:26][c:27]4[Br:28])[CH:11]([CH2:12][CH2:13]1)[CH2:14][CH2:15]2.[Na+:1].[Na+:2].[Na+:42].[O-:3][C:4](=[O:5])[O-:6].[O:43]=[CH:44][N:45]([CH3:46])[CH3:47].[OH-:41]>>[ClH:7].[N:8]12[CH2:9][CH:10]([NH:16][C:17](=[O:18])[c:19]3[s:20][c:21]4[c:22]([cH:23]3)[cH:24][cH:25][cH:26][c:27]4-[c:34]3[cH:33][cH:32][c:31]([N:30]([CH3:29])[CH3:40])[cH:36][cH:35]3)[CH:11]([CH2:12][CH2:13]1)[CH2:14][CH2:15]2. Starting materials: O=C1CCCC(=O)C1, Cc1ccc(S(=O)(=O)O)cc1, N#Cc1ccccc1N, O, O. Yields the product N#Cc1ccccc1NC1=CC(=O)CCC1. RXN SMILES: [C:10]1(=[O:17])[CH2:11][C:12](=[O:16])[CH2:13][CH2:14][CH2:15]1.[CH3:19][c:20]1[cH:21][cH:22][c:23]([S:24]([OH:25])(=[O:26])=[O:27])[cH:28][cH:29]1.[NH2:1][c:2]1[c:3]([C:4]#[N:5])[cH:6][cH:7][cH:8][cH:9]1.[OH2:18].[OH2:30]>>[NH:1]([c:2]1[c:3]([C:4]#[N:5])[cH:6][cH:7][cH:8][cH:9]1)[C:10]1=[CH:11][C:12](=[O:16])[CH2:13][CH2:14][CH2:15]1. Starting materials: C([O-])([O-])=O.[K+].[K+] (potassium carbonate), BrCC#N (bromoacetonitrile), C(C1=CC=CC=C1)N1C2=CC(=CC=C2C=2C(=CC=CC12)O)OC (9-benzyl-7-methoxy-9H-carbazol-4-ol). Solvent: CN(C)C=O (DMF). Conditions: time 18 hour. Product: C(C1=CC=CC=C1)N1C2=CC(=CC=C2C=2C(=CC=CC12)OCC#N)OC ([(9-Benzyl-7-methoxy-9H-carbazol-4-yl)oxy]acetonitrile). The yield is 93.9%. As a reaction SMILES: [CH2:1]([N:8]1[C:20]2[CH:19]=[CH:18][CH:17]=[C:16]([OH:21])[C:15]=2[C:14]2[C:9]1=[CH:10][C:11]([O:22][CH3:23])=[CH:12][CH:13]=2)[C:2]1[CH:7]=[CH:6][CH:5]=[CH:4][CH:3]=1.C(=O)([O-])[O-].[K+].[K+].Br[CH2:31][C:32]#[N:33]>CN(C=O)C>[CH2:1]([N:8]1[C:20]2[CH:19]=[CH:18][CH:17]=[C:16]([O:21][CH2:31][C:32]#[N:33])[C:15]=2[C:14]2[C:9]1=[CH:10][C:11]([O:22][CH3:23])=[CH:12][CH:13]=2)[C:2]1[CH:3]=[CH:4][CH:5]=[CH:6][CH:7]=1 |f:1.2.3|. Procedure: To a mixture of 9-benzyl-7-methoxy-9H-carbazol-4-ol (0.86 g, 2.8 mmol) in DMF (30 mL) is added potassium carbonate (1.17 g, 8.5 mmol) and bromoacetonitrile (0.56 mL, 8.0 mmol). The mixture is stirred at room temperature for 18 h. The mixture is partitioned between water and CH2Cl2. The layers are separated and the organic layer washed twice with water (100 mL). The organic layer is dried over anhydrous sodium sulfate, filtered, and concentrated. Column chromatography (100 mL) silica gel using CH... Starting materials: CCOC(=O)c1cncc(C2=C(c3cc(Cl)ccc3OCc3ccc(Cl)cc3)CCC2)c1, CC(=O)O, CO, [Na+], [OH-], O. Yields the product O=C(O)c1cncc(C2=C(c3cc(Cl)ccc3OCc3ccc(Cl)cc3)CCC2)c1. RXN SMILES: [CH2:1]([CH3:2])[O:3][C:4]([c:5]1[cH:6][n:7][cH:8][c:9]([C:11]2=[C:12]([c:16]3[c:17]([O:23][CH2:24][c:25]4[cH:26][cH:27][c:28]([Cl:31])[cH:29][cH:30]4)[cH:18][cH:19][c:20]([Cl:22])[cH:21]3)[CH2:13][CH2:14][CH2:15]2)[cH:10]1)=[O:32].[CH3:35][C:36](=[O:37])[OH:38].[CH3:39][OH:40].[Na+:34].[OH-:33].[OH2:41]>>[O:3]=[C:4]([c:5]1[cH:6][n:7][cH:8][c:9]([C:11]2=[C:12]([c:16]3[c:17]([O:23][CH2:24][c:25]4[cH:26][cH:27][c:28]([Cl:31])[cH:29][cH:30]4)[cH:18][cH:19][c:20]([Cl:22])[cH:21]3)[CH2:13][CH2:14][CH2:15]2)[cH:10]1)[OH:32]. Reactants: COC(CC1=CC(=CC(=C1)OC1=C(C=C(C=C1)[N+](=O)[O-])CSCC(F)(F)F)Cl)=O ({3-Chloro-5-[4-nitro-2-(2,2,2-trifluoro-ethylsulfanylmethyl)-phenoxy]-phenyl}-acetic acid methyl ester), C (DARCO), CN(N)C (1,1-dimethylhydrazine), ferric chloride. Run in CCO (EtOH). Reaction conditions: temperature 65 celsius, time 30 hour. The product is COC(CC1=CC(=CC(=C1)Cl)OC1=C(C=C(C=C1)N)CSCC(F)(F)F)=O ({3-[4-Amino-2-(2,2,2-trifluoro-ethylsulfanylmethyl)-phenoxy]-5-chloro-phenyl}-acetic acid methyl ester). Reaction SMILES: [CH3:1][O:2][C:3](=[O:29])[CH2:4][C:5]1[CH:10]=[C:9]([O:11][C:12]2[CH:17]=[CH:16][C:15]([N+:18]([O-])=O)=[CH:14][C:13]=2[CH2:21][S:22][CH2:23][C:24]([F:27])([F:26])[F:25])[CH:8]=[C:7]([Cl:28])[CH:6]=1.CN(C)N.C>CCO>[CH3:1][O:2][C:3](=[O:29])[CH2:4][C:5]1[CH:6]=[C:7]([Cl:28])[CH:8]=[C:9]([O:11][C:12]2[CH:17]=[CH:16][C:15]([NH2:18])=[CH:14][C:13]=2[CH2:21][S:22][CH2:23][C:24]([F:26])([F:27])[F:25])[CH:10]=1. Reported procedure: {3-Chloro-5-[4-nitro-2-(2,2,2-trifluoro-ethylsulfanylmethyl)-phenoxy]-phenyl}-acetic acid methyl ester (0.07 g, 0.16 mmol), 1,1-dimethylhydrazine (0.08 mL, 1.09 mmol), ferric chloride (0.003 g, 0.02 mmol), and DARCO (0.016 g) were combined in EtOH and stirred at 65° C. for 30 hours. After work-up with EtOAc and H2O, the crude material was purified by silica gel chromatography to give the title compound.